From a dataset of the Open Reaction Database (ORD), a public repository of structured organic reaction records. describe an organic reaction: reactants, conditions, products, and yield Starting materials: [Li]CCCC, Cc1cscc1C(=O)O, CI, C1CCOC1. The product is Cc1csc(C)c1C(=O)O. Reaction SMILES: [CH2:1]([Li:2])[CH2:3][CH2:4][CH3:5].[CH3:6][c:7]1[c:8]([C:12](=[O:13])[OH:14])[cH:9][s:10][cH:11]1.[I:15][CH3:16].[O:17]1[CH2:18][CH2:19][CH2:20][CH2:21]1>>[CH3:1][c:9]1[c:8]([C:12](=[O:13])[OH:14])[c:7]([CH3:6])[cH:11][s:10]1.